Dataset: the Open Reaction Database (ORD), a public repository of structured organic reaction records. Task: describe an organic reaction: reactants, conditions, products, and yield The reactants are [OH-].[K+] (Potassium hydroxide), OC1=CC=C(C=C1)CC(=O)O (4-Hydroxyphenylacetic acid), COC(C1=C(C=CC=C1)CBr)=O (2-Bromomethylbenzoic acid methyl ester). The solvent is C(C)O (ethanol). Conditions: time 30 minute. The product is COC(=O)C1=C(COC2=CC=C(C=C2)CC(=O)O)C=CC=C1 ((4-{[2-(Methoxycarbonyl)benzyl]oxy}phenyl)acetic acid). The yield is 17.5%. RXN SMILES: [OH:1][C:2]1[CH:7]=[CH:6][C:5]([CH2:8][C:9]([OH:11])=[O:10])=[CH:4][CH:3]=1.[OH-].[K+].[CH3:14][O:15][C:16](=[O:25])[C:17]1[CH:22]=[CH:21][CH:20]=[CH:19][C:18]=1[CH2:23]Br>C(O)C>[CH3:14][O:15][C:16]([C:17]1[CH:22]=[CH:21][CH:20]=[CH:19][C:18]=1[CH2:23][O:1][C:2]1[CH:3]=[CH:4][C:5]([CH2:8][C:9]([OH:11])=[O:10])=[CH:6][CH:7]=1)=[O:25] |f:1.2|. Procedure: 4-Hydroxyphenylacetic acid (760 mg, 4.995 mmol) was dissolved in ethanol (99.5%, 20 ml). Potassium hydroxide (560.5 mg, 9.99 mmol) was added. The mixture was stirred at room temperature for 30 minutes. 2-Bromomethylbenzoic acid methyl ester (1144.2 mg, 4.995 mmol) was then dropped in. The resulting mixture was heated to reflux for 2 hours and then evaporated in vacuum to dry. Water and ethyl acetate were added into the residue and the phases were separated. The water phase was acidified with 10%... Starting materials: C(=O)(O)CN1C(SCC1=O)=S (3-carboxymethylrhodanine), C(OCC)([O-])[O-] (ethyl orthoformate), C(C)(=O)OC(C)=O (acetic anhydride). Product: C(=O)(O)CN1C(SC(C1=O)=COCC)=S (3-carboxymethyl-5-ethoxymethylidenerhodanine), crystal. Yield: 62.5%. As a reaction SMILES: [C:1]([CH2:4][N:5]1[C:9](=[O:10])[CH2:8][S:7][C:6]1=[S:11])([OH:3])=[O:2].[CH:12]([O-])([O-])[O:13][CH2:14][CH3:15].C(OC(=O)C)(=O)C>>[C:1]([CH2:4][N:5]1[C:9](=[O:10])[C:8](=[CH:12][O:13][CH2:14][CH3:15])[S:7][C:6]1=[S:11])([OH:3])=[O:2]. Procedure details: A mixture of 36 g (0.189 mole) of 3-carboxymethylrhodanine, 33.6 g (0.225 mole) of ethyl orthoformate and 225 ml of acetic anhydride was subjected to reactiqn under reflux for about 1 to 2 hours and then the reaction mixture was concentrated. A precipitate was formed by the addition of a small amount of chloroform to the residue. The precipitate was separated and recrystallized from ethyl acetate to give 29.2 g of 3-carboxymethyl-5-ethoxymethylidenerhodanine in the form of brownish white crystal... Starting materials: ( 44 ), BrC=1C(=NC(=NC1S(=O)C)N)C=1OC=CC1 (5-bromo-4-furan-2-yl-6-methanesulfinyl-pyrimidin-2-yl-amine), ( 32 ), C(C)(C)O (isopropanol), C1CCC2=NCCCN2CC1 (DBU), ( 52 ). Run in O1CCOCC1 (dioxane). The product is BrC=1C(=NC(=NC1C=1OC=CC1)N)OCC (5-Bromo-4-ethoxy-6-furan-2-yl-pyrimidin-2-yl-amine). As a reaction SMILES: [Br:1][C:2]1[C:3]([C:12]2[O:13][CH:14]=[CH:15][CH:16]=2)=[N:4][C:5]([NH2:11])=[N:6][C:7]=1S(C)=O.[CH:17]([OH:20])(C)[CH3:18].C1CCN2C(=NCCC2)CC1>O1CCOCC1>[Br:1][C:2]1[C:7]([O:20][CH2:17][CH3:18])=[N:6][C:5]([NH2:11])=[N:4][C:3]=1[C:12]1[O:13][CH:14]=[CH:15][CH:16]=1. Procedure: From 5-bromo-4-furan-2-yl-6-methanesulfinyl-pyrimidin-2-yl-amine, isopropanol and DBU in dioxane. EI-MS m/e (%): 299 (M{81Br}+, 43), 297 (M{79Br}+, 45), 257 ([M—C6H10]+, 98), 255 ([M—C6H10]+, 100), 206 (32), 94 (44), 43 (52). Starting materials: CC(C)(C)OC(=O)NC(CO)c1ccc2ccccc2c1, CCOC(C)=O, Cl. The product is Cl, NC(CO)c1ccc2ccccc2c1. As a reaction SMILES: [C:1]([O:2][C:3](=[O:4])[NH:7][CH:8]([CH2:9][OH:10])[c:11]1[cH:12][c:13]2[cH:14][cH:15][cH:16][cH:17][c:18]2[cH:19][cH:20]1)([CH3:5])([CH3:6])[CH3:21].[CH3:23][CH2:24][O:25][C:26](=[O:27])[CH3:28].[ClH:22]>>[ClH:22].[NH2:7][CH:8]([CH2:9][OH:10])[c:11]1[cH:12][c:13]2[cH:14][cH:15][cH:16][cH:17][c:18]2[cH:19][cH:20]1.